Dataset: the Open Reaction Database (ORD), a public repository of structured organic reaction records. Task: describe an organic reaction: reactants, conditions, products, and yield Starting materials: C(CCl)Cl (EDC), C=1C=CC2=C(C1)N=NN2O (HOBT), C1(=C(C=CC=C1)N)N (phenylenediamine), C(C)(C)(C)OC(=O)N1CC2(C1)CCN(CC2)C2=NC=C(C(=O)O)C=C2 (6-[2-(tert-butoxycarbonyl)-2,7-diazaspiro[3.5]non-7-yl]nicotinic acid). The solvent is CN(C)C=O (DMF), CCOC(=O)C (EtOAc). Run at time 15 hour. Yields the product NC1=C(C=CC=C1)NC(=O)C=1C=CC(=NC1)N1CCC2(CN(C2)C(=O)OC(C)(C)C)CC1 (tert-Butyl 7-(5-{[(2-Aminophenyl)amino]carbonyl}pyridine-2-yl)-2,7-diaza-spiro[3.5]nonane-2-carboxylate). RXN SMILES: [C:1]([O:5][C:6]([N:8]1[CH2:11][C:10]2([CH2:16][CH2:15][N:14]([C:17]3[CH:25]=[CH:24][C:20]([C:21](O)=[O:22])=[CH:19][N:18]=3)[CH2:13][CH2:12]2)[CH2:9]1)=[O:7])([CH3:4])([CH3:3])[CH3:2].C(Cl)CCl.[CH:30]1[CH:31]=[CH:32][C:33]2[N:38](O)N=[N:36][C:34]=2[CH:35]=1.C1(N)C=CC=CC=1N>CN(C=O)C.CCOC(C)=O>[NH2:36][C:34]1[CH:35]=[CH:30][CH:31]=[CH:32][C:33]=1[NH:38][C:21]([C:20]1[CH:24]=[CH:25][C:17]([N:14]2[CH2:13][CH2:12][C:10]3([CH2:9][N:8]([C:6]([O:5][C:1]([CH3:3])([CH3:4])[CH3:2])=[O:7])[CH2:11]3)[CH2:16][CH2:15]2)=[N:18][CH:19]=1)=[O:22]. Procedure: A mixture of tert-butyl 2,7-diazaspiro[3.5]nonane (660 mg, 2.91 mmol), methyl 6-chloronicotinate (500 mg, 2.91 mmol) and Et3N (0.487 mL, 3.50 mmol) in 2 mL of N-methylpyrrolidine was stirred under microwave irradiation for 20 min at a temperature of 180° C. The mixture was poured into EtOAc and washed with sat'd NaHCO3, dried (MgSO4), filtered and concentrated, giving tert-butyl 7-[5-(methoxycarbonyl)pyridine-2-yl]-2,7-diazaspiro[3.5]nonane-2-carboxylate. The methyl ester was dissolved in 2 mL o...